This data is from the Open Reaction Database (ORD), a public repository of structured organic reaction records. The task is: describe an organic reaction: reactants, conditions, products, and yield RXN SMILES: [C:28](=[O:29])([O-:30])[O-:31].[CH3:34][c:35]1[cH:36][cH:37][cH:38][cH:39][cH:40]1.[Cl:12][c:13]1[cH:14][cH:15][c:16](-[c:19]2[cH:20][c:21]([B:25]([OH:26])[OH:27])[cH:22][cH:23][cH:24]2)[cH:17][cH:18]1.[K+:32].[K+:33].[NH2:1][c:2]1[n:3][cH:4][c:5]([Br:11])[c:6]([CH3:10])[c:7]1[C:8]#[N:9].[cH:41]1[cH:42][cH:43][c:44]([P:45]([Pd:46]([P:47]([c:48]2[cH:49][cH:50][cH:51][cH:52][cH:53]2)([c:54]2[cH:55][cH:56][cH:57][cH:58][cH:59]2)[c:60]2[cH:61][cH:62][cH:63][cH:64][cH:65]2)([P:66]([c:67]2[cH:68][cH:69][cH:70][cH:71][cH:72]2)([c:73]2[cH:74][cH:75][cH:76][cH:77][cH:78]2)[c:79]2[cH:80][cH:81][cH:82][cH:83][cH:84]2)[P:85]([c:86]2[cH:87][cH:88][cH:89][cH:90][cH:91]2)([c:92]2[cH:93][cH:94][cH:95][cH:96][cH:97]2)[c:98]2[cH:99][cH:100][cH:101][cH:102][cH:103]2)([c:104]2[cH:105][cH:106][cH:107][cH:108][cH:109]2)[c:110]2[cH:111][cH:112][cH:113][cH:114][cH:115]2)[cH:116][cH:117]1>>[NH2:1][c:2]1[n:3][cH:4][c:5](-[c:21]2[cH:20][c:19](-[c:16]3[cH:15][cH:14][c:13]([Cl:12])[cH:18][cH:17]3)[cH:24][cH:23][cH:22]2)[c:6]([CH3:10])[c:7]1[C:8]#[N:9]. The product is Cc1c(-c2cccc(-c3ccc(Cl)cc3)c2)cnc(N)c1C#N. Reactants: O=C([O-])[O-], Cc1ccccc1, OB(O)c1cccc(-c2ccc(Cl)cc2)c1, [K+], [K+], Cc1c(Br)cnc(N)c1C#N, c1ccc(P(c2ccccc2)(c2ccccc2)[Pd](P(c2ccccc2)(c2ccccc2)c2ccccc2)(P(c2ccccc2)(c2ccccc2)c2ccccc2)P(c2ccccc2)(c2ccccc2)c2ccccc2)cc1.